This data is from the Open Reaction Database (ORD), a public repository of structured organic reaction records. The task is: describe an organic reaction: reactants, conditions, products, and yield Reactants: ClC1=CC=C(C=C1)N=C=O (4-chlorophenyl isocyanate), C1(CCCC1)OC=1C=C(C=CC1OC)C1=CNC2=NC=CC=C21 (3-(3-Cyclopentyloxy-4-methoxy-phenyl)-1H-pyrrolo[2,3-b]pyridine), FC1=C(C=C(C=C1)N=C=O)[N+](=O)[O-] (4-fluoro-3-nitrophenyl isocyanate). Yields the product [N+](=O)([O-])C=1C=C(C=CC1F)NC(=O)N1C=C(C=2C1=NC=CC2)C2=CC(=C(C=C2)OC)OC2CCCC2 (3-(3-Cyclopentyloxy-4-methoxy-phenyl)-pyrrolo[2,3-b]pyridine-1-carboxylic acid (3-nitro-4-fluoro-phenyl)-amide). As a reaction SMILES: ClC1C=CC(N=C=O)=CC=1.[CH:11]1([O:16][C:17]2[CH:18]=[C:19]([C:25]3[C:33]4[C:28](=[N:29][CH:30]=[CH:31][CH:32]=4)[NH:27][CH:26]=3)[CH:20]=[CH:21][C:22]=2[O:23][CH3:24])[CH2:15][CH2:14][CH2:13][CH2:12]1.[F:34][C:35]1[CH:40]=[CH:39][C:38]([N:41]=[C:42]=[O:43])=[CH:37][C:36]=1[N+:44]([O-:46])=[O:45]>>[N+:44]([C:36]1[CH:37]=[C:38]([NH:41][C:42]([N:27]2[C:28]3=[N:29][CH:30]=[CH:31][CH:32]=[C:33]3[C:25]([C:19]3[CH:20]=[CH:21][C:22]([O:23][CH3:24])=[C:17]([O:16][CH:11]4[CH2:12][CH2:13][CH2:14][CH2:15]4)[CH:18]=3)=[CH:26]2)=[O:43])[CH:39]=[CH:40][C:35]=1[F:34])([O-:46])=[O:45]. Procedure: 3-(3-Cyclopentyloxy-4-methoxy-phenyl)-pyrrolo[2,3-b]pyridine-1-carboxylic acid (3-nitro-4-fluoro-phenyl)-amide 98 was prepared using the same protocol as described in Example 25, substituting 3-(3,4-dimethoxy-phenyl)-1H-pyrrolo[2,3-b]pyridine 1 and 4-chlorophenyl isocyanate with 3-(3-Cyclopentyloxy-4-methoxy-phenyl)-1H-pyrrolo[2,3-b]pyridine 88 and 4-fluoro-3-nitrophenyl isocyanate respectively. MS(ESI) [M+H+]+=491.10. Reactants: [N+](=O)([O-])C1=CC=C2CCN(CC2=C1)CCCCN1C(C=2C(C1=O)=CC=CC2)=O (7-nitro-2-(4-phthalimidobutyl)-1,2,3,4-tetrahydroisoquinoline), C(C)O (ethanol). Reagents/catalysts: [Pd] (palladium on carbon). The solvent is O (water). Reaction conditions: time 6 day. Product: NC1=CC=C2CCN(CC2=C1)CCCCN1C(C=2C(C1=O)=CC=CC2)=O (7-Amino-2-(4-phthalimidobutyl)-1,2,3,4-tetrahydroisoquinoline). Yield: 103.3%. Reaction SMILES: [N+:1]([C:4]1[CH:13]=[C:12]2[C:7]([CH2:8][CH2:9][N:10]([CH2:14][CH2:15][CH2:16][CH2:17][N:18]3[C:22](=[O:23])[C:21]4=[CH:24][CH:25]=[CH:26][CH:27]=[C:20]4[C:19]3=[O:28])[CH2:11]2)=[CH:6][CH:5]=1)([O-])=O.C(O)C>[Pd].O>[NH2:1][C:4]1[CH:13]=[C:12]2[C:7]([CH2:8][CH2:9][N:10]([CH2:14][CH2:15][CH2:16][CH2:17][N:18]3[C:22](=[O:23])[C:21]4=[CH:24][CH:25]=[CH:26][CH:27]=[C:20]4[C:19]3=[O:28])[CH2:11]2)=[CH:6][CH:5]=1. Reported procedure: A mixture of 5% palladium on carbon paste (3.44 g), 7-nitro-2-(4-phthalimidobutyl)-1,2,3,4-tetrahydroisoquinoline (19.15 g, 0.05 mol), ethanol (791 ml) and water (69 ml) was hydrogenated at 50 psi and 30° C. for 6 days. The reaction mixture was then filtered through Kieselguhr and evaporated in vacuo to give the title compound as an oil (18.04 g, 100%). Reactants: BrC=1C=CC2=C(C3=NC(=CN3CCO2)C2=NC=CC=C2)C1 (9-bromo-2-pyridin-2-yl-4,5-dihydro-6-oxa-1,3a-diazabenzo[e]azulene), C(C)(C)(C)N1CCC(CC1)S (1-tert-butylpiperidine-4-thiol), CC1(C2=C(C(=CC=C2)P(C3=CC=CC=C3)C4=CC=CC=C4)OC5=C(C=CC=C51)P(C6=CC=CC=C6)C7=CC=CC=C7)C (XantPhos), CCN(C(C)C)C(C)C (DIPEA). The reagents and catalysts are C=1C=CC(=CC1)/C=C/C(=O)/C=C/C2=CC=CC=C2.C=1C=CC(=CC1)/C=C/C(=O)/C=C/C2=CC=CC=C2.C=1C=CC(=CC1)/C=C/C(=O)/C=C/C2=CC=CC=C2.[Pd].[Pd] (Pd2(dba)3). The solvent is O1CCOCC1 (dioxane). Reaction conditions: temperature 140 celsius. Yields the product C(C)(C)(C)N1CCC(CC1)SC=1C=CC2=C(C=3N(CCO2)C=C(N3)C3=NC=CC=C3)C1 (10-(1-tert-butylpiperidin-4-ylthio)-2-(pyridin-2-yl)-5,6-dihydrobenzo[f]imidazo[1,2-d][1,4]oxazepine). Reaction SMILES: Br[C:2]1[CH:3]=[CH:4][C:5]2[O:14][CH2:13][CH2:12][N:11]3[C:7](=[N:8][C:9]([C:15]4[CH:20]=[CH:19][CH:18]=[CH:17][N:16]=4)=[CH:10]3)[C:6]=2[CH:21]=1.[C:22]([N:26]1[CH2:31][CH2:30][CH:29]([SH:32])[CH2:28][CH2:27]1)([CH3:25])([CH3:24])[CH3:23].CC1(C)C2C(=C(P(C3C=CC=CC=3)C3C=CC=CC=3)C=CC=2)OC2C(P(C3C=CC=CC=3)C3C=CC=CC=3)=CC=CC1=2.CCN(C(C)C)C(C)C>O1CCOCC1.C1C=CC(/C=C/C(/C=C/C2C=CC=CC=2)=O)=CC=1.C1C=CC(/C=C/C(/C=C/C2C=CC=CC=2)=O)=CC=1.C1C=CC(/C=C/C(/C=C/C2C=CC=CC=2)=O)=CC=1.[Pd].[Pd]>[C:22]([N:26]1[CH2:31][CH2:30][CH:29]([S:32][C:2]2[CH:3]=[CH:4][C:5]3[O:14][CH2:13][CH2:12][N:11]4[CH:10]=[C:9]([C:15]5[CH:20]=[CH:19][CH:18]=[CH:17][N:16]=5)[N:8]=[C:7]4[C:6]=3[CH:21]=2)[CH2:28][CH2:27]1)([CH3:25])([CH3:23])[CH3:24] |f:5.6.7.8.9|. Reported procedure: A mixture of 9-bromo-2-pyridin-2-yl-4,5-dihydro-6-oxa-1,3a-diazabenzo[e]azulene from Example 3 (200 mg, 0.58 mmol), 1-tert-butylpiperidine-4-thiol (202 mg, 1.69 mmol), Pd2(dba)3 (160 mg, 10 mol %), XantPhos (68 mg, 20 mol %) and DIPEA (410 μL, 2.34 mmol) in dioxane (5 mL) was purged with argon and heated at 140° C. for 1 h using microwave irradiation. The reaction mixture was filtered through Celite® and the filtrate concentrated in vacuo. The resulting residue was loaded onto an Isolute® SCX-2 ...